From a dataset of the Open Reaction Database (ORD), a public repository of structured organic reaction records. describe an organic reaction: reactants, conditions, products, and yield The reactants are O=C([O-])[O-], CCC(O)(c1cccc(OS(=O)(=O)c2ccc(C)cc2)c1)C(C)CN(C)C, Cl, [K+], [K+]. Yields the product CC=C(c1cccc(OS(=O)(=O)c2ccc(C)cc2)c1)C(C)CN(C)C. As a reaction SMILES: [C:28](=[O:29])([O-:30])[O-:31].[CH3:1][N:2]([CH2:3][CH:4]([C:5]([OH:6])([CH2:7][CH3:8])[c:9]1[cH:10][c:11]([O:15][S:16](=[O:17])(=[O:18])[c:19]2[cH:20][cH:21][c:22]([CH3:25])[cH:23][cH:24]2)[cH:12][cH:13][cH:14]1)[CH3:26])[CH3:27].[ClH:34].[K+:32].[K+:33]>>[CH3:1][N:2]([CH2:3][CH:4]([C:5](=[CH:7][CH3:8])[c:9]1[cH:10][c:11]([O:15][S:16](=[O:17])(=[O:18])[c:19]2[cH:20][cH:21][c:22]([CH3:25])[cH:23][cH:24]2)[cH:12][cH:13][cH:14]1)[CH3:26])[CH3:27]. Starting materials: C(C)OC(=O)C=1C=NC2=C(C=CC=C2C1NC1CCCC1)OC (4-cyclopentylamino-8-methoxy-quinoline-3-carboxylic acid ethyl ester), FC1=C(C=CC(=C1)N=C=O)C (1-fluoro-5-isocyanato-2-methyl-benzene). The product is C1(CCCC1)N1C(N(C(C=2C=NC=3C(=CC=CC3C21)OC)=O)C2=CC(=C(C=C2)C)F)=O (1-Cyclopentyl-3-(3-fluoro-4-methyl-phenyl)-7-methoxy-1H-pyrimido[5,4-c]quinoline-2,4-dione). The yield is 66.8%. Reaction SMILES: C([O:3][C:4]([C:6]1[CH:7]=[N:8][C:9]2[C:14]([C:15]=1[NH:16][CH:17]1[CH2:21][CH2:20][CH2:19][CH2:18]1)=[CH:13][CH:12]=[CH:11][C:10]=2[O:22][CH3:23])=O)C.[F:24][C:25]1[CH:30]=[C:29]([N:31]=[C:32]=[O:33])[CH:28]=[CH:27][C:26]=1[CH3:34]>>[CH:17]1([N:16]2[C:15]3[C:14]4[CH:13]=[CH:12][CH:11]=[C:10]([O:22][CH3:23])[C:9]=4[N:8]=[CH:7][C:6]=3[C:4](=[O:3])[N:31]([C:29]3[CH:28]=[CH:27][C:26]([CH3:34])=[C:25]([F:24])[CH:30]=3)[C:32]2=[O:33])[CH2:18][CH2:19][CH2:20][CH2:21]1. Reported procedure: 1-Cyclopentyl-3-(3-fluoro-4-methyl-phenyl)-7-methoxy-1H-pyrimido[5,4-c]quinoline-2,4-dione (28 mg) was prepared from 4-cyclopentylamino-8-methoxy-quinoline-3-carboxylic acid ethyl ester (0.1 mmol) and 1-fluoro-5-isocyanato-2-methyl-benzene (0.5 mmol) following general procedure C. LCMS: m/z 420 [M+1]+. The reactants are CC1=CC(=C(C=C1NC(=O)C)N)F, C1CC(C1)NC2=CC(=NC3=C(C=NN23)C#N)Cl. Reagents/catalysts: C(=O)([O-])[O-].[Cs+].[Cs+], CC1(C2=C(C(=CC=C2)P(C3=CC=CC=C3)C4=CC=CC=C4)OC5=C1C=CC=C5P(C6=CC=CC=C6)C7=CC=CC=C7)C, C1=CC=C(C=C1)/C=C/C(=O)/C=C/C2=CC=CC=C2.C1=CC=C(C=C1)/C=C/C(=O)/C=C/C2=CC=CC=C2.C1=CC=C(C=C1)/C=C/C(=O)/C=C/C2=CC=CC=C2.[Pd].[Pd]. The solvent is CC(=O)N(C)C. Reaction conditions: temperature 150 celsius. Yields the product CC1=CC(=C(C=C1NC(=O)C)NC2=NC3=C(C=NN3C(=C2)NC4CCC4)C#N)F. Isolated yield 5.5%. Reported procedure: 5-chloro-7-(cyclobutylamino)pyrazolo[1,5-a]pyrimidine-3-carbonitrile (80 mg, 0.32 mmol), N-(5-amino-4-fluoro-2-methylphenyl)acetamide (58.8 mg, 0.32 mmol), and (9,9-dimethyl-9H-xanthene-4,5-diyl)bis(diphenylphosphine) (18.69 mg, 0.03 mmol) in DMA (5 mL) were added to a microwave tube. Pd2(dba)3 (14.79 mg, 0.02 mmol) and cesium carbonate (210 mg, 0.65 mmol) were added.  The solution was degassed, filled with N2, capped, then microwaved at 150C for 30 min.  The organic solvent was removed. TLC sho...